From a dataset of the Open Reaction Database (ORD), a public repository of structured organic reaction records. describe an organic reaction: reactants, conditions, products, and yield The reactants are C(CCC)[Li] (n-butyl lithium), solution, C(CCC)[Li] (n-butyl lithium), C(C1=CC=CC=C1)Br (benzyl bromide), ice, S1C(=CC=C1)CC(=O)O (2-thiopheneacetic acid), CI (methyl iodide). Run in CCCCCC (hexane), C1CCOC1 (THF), C1CCOC1 (THF), C1CCOC1 (THF). Reaction conditions: temperature 0 celsius, time 1 hour. Product: CC(C(=O)O)(CC1=CC=CC=C1)C=1SC=CC1 (α-Methyl-α-(2-thienyl)benzenepropanoic acid). As a reaction SMILES: [S:1]1[CH:5]=[CH:4][CH:3]=[C:2]1[CH2:6][C:7]([OH:9])=[O:8].[CH2:10]([Li])CCC.CI.[CH2:17](Br)[C:18]1[CH:23]=[CH:22][CH:21]=[CH:20][CH:19]=1>C1COCC1.CCCCCC>[CH3:10][C:6]([C:2]1[S:1][CH:5]=[CH:4][CH:3]=1)([CH2:17][C:18]1[CH:23]=[CH:22][CH:21]=[CH:20][CH:19]=1)[C:7]([OH:9])=[O:8]. Procedure: To an ice-cooled solution of 2-thiopheneacetic acid (30 g, 0.211 mol) in THF (300 mL) was added dropwise n-butyl lithium (275 mL of a 1.6M solution in hexane). The ice-bath was removed and the reaction was stirred for 1 hour. The reaction mixture was again cooled to 0° C. and hexamethylphosphoramide (34.5 mL) was added dropwise. After 45 minutes a solution of methyl iodide (13.1 mL, 0.211 mol) in THF (75 mL) was added dropwise. The reaction was stirred to room temperature for 45 minutes, recoole... Reactants: ClC1=C(C=C(C=C1)O)[N+](=O)[O-] (4-chloro-3-nitrophenol), C([O-])([O-])=O.[K+].[K+] (potassium carbonate), [I-].[Na+] (sodium iodide), ClCC(C)=O (chloroacetone). Solvent: CN(C=O)C (dimethylformamide). Run at time 3 hour. Yields the product ClC1=C(C=C(OCC(C)=O)C=C1)[N+](=O)[O-] (1-(4-chloro-3-nitrophenoxy)-2-propanone). RXN SMILES: [Cl:1][C:2]1[CH:7]=[CH:6][C:5]([OH:8])=[CH:4][C:3]=1[N+:9]([O-:11])=[O:10].C(=O)([O-])[O-].[K+].[K+].[I-].[Na+].Cl[CH2:21][C:22](=[O:24])[CH3:23]>CN(C)C=O>[Cl:1][C:2]1[CH:7]=[CH:6][C:5]([O:8][CH2:21][C:22](=[O:24])[CH3:23])=[CH:4][C:3]=1[N+:9]([O-:11])=[O:10] |f:1.2.3,4.5|. Procedure details: A mixture of 14.2 g (82 mmole) of 4-chloro-3-nitrophenol, 12.4 g (90 mmole) of ground potassium carbonate, 8.2 g (55 mmole) of sodium iodide, 8.3 g (90 mmole) of chloroacetone and 220 ml of dimethylformamide is stirred for 3 hours at room temperature. The whole is subsequently filtered, the residue is washed with dimethylformamide, the organic phase is concentrated by evaporation in vacuo and the resulting crude product is partitioned between water and methylene chloride. The solid remaining aft... Reactants: NC[C@H]1C[C@H](C1)N1C=C(C2=C1N=CN=C2N)C2=CC(=CC=C2)OCC2=CC=CC=C2 (cis-7-(3-aminomethyl-cyclobutyl)-5-(3-benzyloxy-phenyl)-7H-pyrrolo[2,3-d]pyrimidin-4-ylamine), [Cl-] (chloride). The product is NC=1C2=C(N=CN1)N(C=C2C2=CC(=CC=C2)OCC2=CC=CC=C2)[C@H]2C[C@H](C2)CNC(C(C)C)=O (cis-N-{3-[4-Amino-5-(3-benzyloxy-phenyl)-pyrrolo[2,3-d]pyrimidin-7-yl]-cyclobutylmethyl}-isobutyramide). As a reaction SMILES: [NH2:1][CH2:2][C@@H:3]1[CH2:6][C@H:5]([N:7]2[C:11]3[N:12]=[CH:13][N:14]=[C:15]([NH2:16])[C:10]=3[C:9]([C:17]3[CH:22]=[CH:21][CH:20]=[C:19]([O:23][CH2:24][C:25]4[CH:30]=[CH:29][CH:28]=[CH:27][CH:26]=4)[CH:18]=3)=[CH:8]2)[CH2:4]1.[Cl-]>>[NH2:16][C:15]1[C:10]2[C:9]([C:17]3[CH:22]=[CH:21][CH:20]=[C:19]([O:23][CH2:24][C:25]4[CH:30]=[CH:29][CH:28]=[CH:27][CH:26]=4)[CH:18]=3)=[CH:8][N:7]([C@@H:5]3[CH2:4][C@H:3]([CH2:2][NH:1][C:24](=[O:23])[CH:25]([CH3:30])[CH3:26])[CH2:6]3)[C:11]=2[N:12]=[CH:13][N:14]=1. Procedure: cis-N-{3-[4-Amino-5-(3-benzyloxy-phenyl)-pyrrolo[2,3-d]pyrimidin-7-yl]-cyclobutylmethyl}-isobutyramide is prepared as described in Example 50 using cis-7-(3-aminomethyl-cyclobutyl)-5-(3-benzyloxy-phenyl)-7H-pyrrolo[2,3-d]pyrimidin-4-ylamine and isobutyril chloride (Fluka, Buchs, Switzerland). Analytical HPLC: tR=6.95 min (Grad 2); ES-MS: m/eo=470.0. Starting materials: CC(=O)Cl, CNc1ccc([N+](=O)[O-])cc1, C1CCOC1, c1ccncc1. Product: CC(=O)N(C)c1ccc([N+](=O)[O-])cc1. RXN SMILES: [CH3:18][C:19]([Cl:20])=[O:21].[CH3:1][NH:2][c:3]1[cH:4][cH:5][c:6]([N+:9](=[O:10])[O-:11])[cH:7][cH:8]1.[O:22]1[CH2:23][CH2:24][CH2:25][CH2:26]1.[cH:12]1[cH:13][cH:14][n:15][cH:16][cH:17]1>>[CH3:1][N:2]([c:3]1[cH:4][cH:5][c:6]([N+:9](=[O:10])[O-:11])[cH:7][cH:8]1)[C:19]([CH3:18])=[O:21]. The reactants are CCO, N#Cc1c(O)nsc1Nc1ccc(C(=O)N2CCc3ccccc32)cc1, CC(N)CO. Product: CC(CO)NC(=N)c1c(O)nsc1Nc1ccc(C(=O)N2CCc3ccccc32)cc1. As a reaction SMILES: [CH3:32][CH2:33][OH:34].[N:1]1([C:10](=[O:11])[c:12]2[cH:13][cH:14][c:15]([NH:18][c:19]3[c:20]([C:25]#[N:26])[c:21]([OH:24])[n:22][s:23]3)[cH:16][cH:17]2)[CH2:2][CH2:3][c:4]2[cH:5][cH:6][cH:7][cH:8][c:9]21.[NH2:27][CH:28]([CH2:29][OH:30])[CH3:31]>>[N:1]1([C:10](=[O:11])[c:12]2[cH:13][cH:14][c:15]([NH:18][c:19]3[c:20]([C:25](=[NH:26])[NH:27][CH:28]([CH2:29][OH:30])[CH3:31])[c:21]([OH:24])[n:22][s:23]3)[cH:16][cH:17]2)[CH2:2][CH2:3][c:4]2[cH:5][cH:6][cH:7][cH:8][c:9]21. Starting materials: CC1=CC=C(C=C1)S(=O)(=O)N1C=CC2=CC(=CC=C12)C(=O)OC (methyl 1-(4-methylphenylsulfonyl)indole-5-carboylate), [H-].[Al+3].[Li+].[H-].[H-].[H-] (lithium aluminum hydride). The solvent is O1CCCC1 (tetrahydrofuran), O1CCCC1 (tetrahydrofuran). Run at time 15 minute. Product: OCC=1C=C2C=CN(C2=CC1)S(=O)(=O)C1=CC=C(C=C1)C (5-hydroxymethyl-1-(4-methylphenylsulfonyl)indole). Isolated yield 71.6%. RXN SMILES: [CH3:1][C:2]1[CH:7]=[CH:6][C:5]([S:8]([N:11]2[C:19]3[C:14](=[CH:15][C:16]([C:20](OC)=[O:21])=[CH:17][CH:18]=3)[CH:13]=[CH:12]2)(=[O:10])=[O:9])=[CH:4][CH:3]=1.[H-].[Al+3].[Li+].[H-].[H-].[H-]>O1CCCC1>[OH:21][CH2:20][C:16]1[CH:15]=[C:14]2[C:19](=[CH:18][CH:17]=1)[N:11]([S:8]([C:5]1[CH:4]=[CH:3][C:2]([CH3:1])=[CH:7][CH:6]=1)(=[O:10])=[O:9])[CH:12]=[CH:13]2 |f:1.2.3.4.5.6|. Procedure details: A solution of methyl 1-(4-methylphenylsulfonyl)indole-5-carboylate (32.2 g) in tetrahydrofuran (250 ml) was added slowly to a slurry of lithium aluminum hydride (5.2 g) in tetrahydrofuran (100 ml) at 0°. The reaction mixture was stirred 15 min at 0°, quenched with saturated sodium sulfate solution and filtered. The filtrate was dried (MgSO4) and evaporated to give 5-hydroxymethyl-1-(4-methylphenylsulfonyl)indole (21.1 g, 72%) as a white solid: NMR (80 MHz, CDCl3): 2.33(s, 3H, ArCH3), 4.74(s, 2H,...